This data is from the Open Reaction Database (ORD), a public repository of structured organic reaction records. The task is: describe an organic reaction: reactants, conditions, products, and yield Reactants: C1OC=2C=C(C=CC2O1)CCC(CC1=CC(=C(C(=C1)OC)OC)OC)(C(=O)OCC)C(=O)OCC (diethyl 4-(3,4-methylenedioxyphenyl)-1-(3,4,5-trimethoxyphenyl)-butane-2,2-dicarboxylate), FC(C(=O)O)(F)F (trifluoroacetic acid), ferric perchlorate. The solvent is ClCCl (dichloromethane), C(C)(=O)OCC (ethyl acetate). Conditions: time 1.5 hour. Yields the product COC1=C(C(=CC2=C1C1=C(CCC(C2)(C(=O)OCC)C(=O)OCC)C=C2C(=C1)OCO2)OC)OC (diethyl 5,6,7,8-tetrahydro-1,2,3-trimethoxy-10,11-methylenedioxydibenzo[a,c]-cyclooctene-6,6-dicarboxylate), oil. Isolated yield 61.0%. As a reaction SMILES: [CH2:1]1[O:9][C:8]2[CH:7]=[CH:6][C:5]([CH2:10][CH2:11][C:12]([C:31]([O:33][CH2:34][CH3:35])=[O:32])([C:26]([O:28][CH2:29][CH3:30])=[O:27])[CH2:13][C:14]3[CH:19]=[C:18]([O:20][CH3:21])[C:17]([O:22][CH3:23])=[C:16]([O:24][CH3:25])[CH:15]=3)=[CH:4][C:3]=2[O:2]1.FC(F)(F)C(O)=O>ClCCl.C(OCC)(=O)C>[CH3:21][O:20][C:18]1[C:19]2[C:6]3[CH:7]=[C:8]4[O:9][CH2:1][O:2][C:3]4=[CH:4][C:5]=3[CH2:10][CH2:11][C:12]([C:31]([O:33][CH2:34][CH3:35])=[O:32])([C:26]([O:28][CH2:29][CH3:30])=[O:27])[CH2:13][C:14]=2[CH:15]=[C:16]([O:24][CH3:25])[C:17]=1[O:22][CH3:23]. Procedure details: In 3 ml of dichloromethane, 102 mg of diethyl 4-(3,4-methylenedioxyphenyl)-1-(3,4,5-trimethoxyphenyl)-butane-2,2-dicarboxylate [0.205 mmol, A. S. Kende and L. S. Liebeskind, J. Am. Chem. Soc., 98, 267 (1976)] were dissolved. The solution was added with 0.3 ml of trifluoroacetic acid and 210 mg (0.45 mmol) of ferric perchlorate, followed by stirring at room temperature for 1.5 hours. The reaction mixture was dissolved in 10 ml of ethyl acetate. After the resulting solution was washed with 2N-HCl ...